describe an organic reaction: reactants, conditions, products, and yield From a dataset of the Open Reaction Database (ORD), a public repository of structured organic reaction records. The reactants are [OH-].[Na+] (NaOH), COC1=C(COCCCOC2=CC=C(C=C2)C2C(CNCC2)OCC=2C=CC=C3C(C(NC23)=O)(C)C)C=CC=C1 (7-(4-{4-[3-(2-methoxybenzyloxy)propoxy]phenyl}piperidin-3-yloxymethyl)-3,3-dimethyl-1,3-dihydroindol-2-one), COCCO[AlH2-]OCCOC.[Na+] (Vitride). Run in C1(=CC=CC=C1)C (toluene). Conditions: temperature 110 celsius, time 1 hour. Yields the product COC1=C(COCCCOC2=CC=C(C=C2)C2C(CNCC2)OCC=2C=CC=C3C(CNC23)(C)C)C=CC=C1 (7-(4-{4-[3-(2-Methoxybenzyloxy)propoxy]phenyl}piperidin-3-yloxymethyl)-3,3-dimethyl-2,3-dihydro-1H-indole), SiO2. RXN SMILES: [CH3:1][O:2][C:3]1[CH:40]=[CH:39][CH:38]=[CH:37][C:4]=1[CH2:5][O:6][CH2:7][CH2:8][CH2:9][O:10][C:11]1[CH:16]=[CH:15][C:14]([CH:17]2[CH2:22][CH2:21][NH:20][CH2:19][CH:18]2[O:23][CH2:24][C:25]2[CH:26]=[CH:27][CH:28]=[C:29]3[C:33]=2[NH:32][C:31](=O)[C:30]3([CH3:36])[CH3:35])=[CH:13][CH:12]=1.COCCO[AlH2-]OCCOC.[Na+].[OH-].[Na+]>C1(C)C=CC=CC=1>[CH3:1][O:2][C:3]1[CH:40]=[CH:39][CH:38]=[CH:37][C:4]=1[CH2:5][O:6][CH2:7][CH2:8][CH2:9][O:10][C:11]1[CH:12]=[CH:13][C:14]([CH:17]2[CH2:22][CH2:21][NH:20][CH2:19][CH:18]2[O:23][CH2:24][C:25]2[CH:26]=[CH:27][CH:28]=[C:29]3[C:33]=2[NH:32][CH2:31][C:30]3([CH3:36])[CH3:35])=[CH:15][CH:16]=1 |f:1.2,3.4|. Reported procedure: The solution of 0.055 g of 7-(4-{4-[3-(2-methoxybenzyloxy)propoxy]phenyl}piperidin-3-yloxymethyl)-3,3-dimethyl-1,3-dihydroindol-2-one (Example 218) and 1.0 ml of toluene is admixed with 0.072 ml of Vitride and stirred at 110° C. over 1 hour. The reaction mixture is cooled to 10° C., admixed slowly with 1M NaOH and extracted with tert-butyl methyl ether (2×30 ml). The organic phases are washed successively with 1M NaOH (30 ml), water (30 ml) and brine (30 ml), dried over sodium sulphate and conce... The reactants are O=C([O-])[O-], C1CCOC1, Cc1cc(-c2cccc(C(F)(F)F)c2)c(C#C[Si](C)(C)C)nc1C(=O)N1CCC(N2CCCC2)CC1, CCO, Cl, [K+], [K+]. Product: C#Cc1nc(C(=O)N2CCC(N3CCCC3)CC2)c(C)cc1-c1cccc(C(F)(F)F)c1. RXN SMILES: [C:37](=[O:38])([O-:39])[O-:40].[CH2:47]1[O:48][CH2:49][CH2:50][CH2:51]1.[CH3:1][c:2]1[c:3]([C:24](=[O:25])[N:26]2[CH2:27][CH2:28][CH:29]([N:32]3[CH2:33][CH2:34][CH2:35][CH2:36]3)[CH2:30][CH2:31]2)[n:4][c:5]([C:18]#[C:19][Si:20]([CH3:21])([CH3:22])[CH3:23])[c:6](-[c:8]2[cH:9][c:10]([C:14]([F:15])([F:16])[F:17])[cH:11][cH:12][cH:13]2)[cH:7]1.[CH3:44][CH2:45][OH:46].[ClH:43].[K+:41].[K+:42]>>[CH3:1][c:2]1[c:3]([C:24](=[O:25])[N:26]2[CH2:27][CH2:28][CH:29]([N:32]3[CH2:33][CH2:34][CH2:35][CH2:36]3)[CH2:30][CH2:31]2)[n:4][c:5]([C:18]#[CH:19])[c:6](-[c:8]2[cH:9][c:10]([C:14]([F:15])([F:16])[F:17])[cH:11][cH:12][cH:13]2)[cH:7]1. RXN SMILES: [CH2:1]1[CH2:2][O:3][CH2:4][CH2:5][NH:6]1.[Cl:7][c:8]1[n:9][c:10]([CH:23]2[CH:24]([C:33](=[O:34])[O:35][CH3:36])[CH2:25][CH:26]([O:28][CH2:29][CH:30]([F:31])[F:32])[CH2:27]2)[n:11][c:12]([NH:14][c:15]2[cH:16][c:17]([CH:20]3[CH2:21][CH2:22]3)[n:18][nH:19]2)[n:13]1>>[CH2:1]1[CH2:2][O:3][CH2:4][CH2:5][N:6]1[c:8]1[n:9][c:10]([CH:23]2[CH:24]([C:33](=[O:34])[O:35][CH3:36])[CH2:25][CH:26]([O:28][CH2:29][CH:30]([F:31])[F:32])[CH2:27]2)[n:11][c:12]([NH:14][c:15]2[cH:16][c:17]([CH:20]3[CH2:21][CH2:22]3)[n:18][nH:19]2)[n:13]1. The product is COC(=O)C1CC(OCC(F)F)CC1c1nc(Nc2cc(C3CC3)n[nH]2)nc(N2CCOCC2)n1. The reactants are C1COCCN1, COC(=O)C1CC(OCC(F)F)CC1c1nc(Cl)nc(Nc2cc(C3CC3)n[nH]2)n1. Starting materials: Fc1cc(COC2CCNCC2C(c2ccccc2)c2ccccc2)cc(C(F)(F)F)c1, Cl, O=C(O)c1cc(C(F)(F)F)cc(C(F)(F)F)c1. The product is O=C(c1cc(C(F)(F)F)cc(C(F)(F)F)c1)N1CCC(OCc2cc(F)cc(C(F)(F)F)c2)C(C(c2ccccc2)c2ccccc2)C1. RXN SMILES: [CH:2]([c:3]1[cH:4][cH:5][cH:6][cH:7][cH:8]1)([c:9]1[cH:10][cH:11][cH:12][cH:13][cH:14]1)[CH:15]1[CH2:16][NH:17][CH2:18][CH2:19][CH:20]1[O:21][CH2:22][c:23]1[cH:24][c:25]([F:33])[cH:26][c:27]([C:29]([F:30])([F:31])[F:32])[cH:28]1.[ClH:1].[F:34][C:35]([c:36]1[cH:37][c:38]([C:39](=[O:40])[OH:41])[cH:42][c:43]([C:45]([F:46])([F:47])[F:48])[cH:44]1)([F:49])[F:50]>>[CH:2]([c:3]1[cH:4][cH:5][cH:6][cH:7][cH:8]1)([c:9]1[cH:10][cH:11][cH:12][cH:13][cH:14]1)[CH:15]1[CH2:16][N:17]([C:39]([c:38]2[cH:37][c:36]([C:35]([F:34])([F:49])[F:50])[cH:44][c:43]([C:45]([F:46])([F:47])[F:48])[cH:42]2)=[O:40])[CH2:18][CH2:19][CH:20]1[O:21][CH2:22][c:23]1[cH:24][c:25]([F:33])[cH:26][c:27]([C:29]([F:30])([F:31])[F:32])[cH:28]1. Reactants: CCCO, ClC(Cl)Cl, Cl, CCOC(=O)N1CCC(c2nc(-c3ccc(F)cc3)c(-c3ccnc(NC(C)c4ccccc4)c3)s2)CC1, [Na+], [OH-]. The product is CC(Nc1cc(-c2sc(C3CCNCC3)nc2-c2ccc(F)cc2)ccn1)c1ccccc1. Reaction SMILES: [CH2:46]([OH:47])[CH2:48][CH3:49].[Cl:42][CH:43]([Cl:44])[Cl:45].[ClH:39].[F:1][c:2]1[cH:3][cH:4][c:5](-[c:8]2[n:9][c:10]([CH:28]3[CH2:29][CH2:30][N:31]([C:34]([O:35][CH2:36][CH3:37])=[O:38])[CH2:32][CH2:33]3)[s:11][c:12]2-[c:13]2[cH:14][c:15]([NH:19][CH:20]([CH3:21])[c:22]3[cH:23][cH:24][cH:25][cH:26][cH:27]3)[n:16][cH:17][cH:18]2)[cH:6][cH:7]1.[Na+:41].[OH-:40]>>[F:1][c:2]1[cH:3][cH:4][c:5](-[c:8]2[n:9][c:10]([CH:28]3[CH2:29][CH2:30][NH:31][CH2:32][CH2:33]3)[s:11][c:12]2-[c:13]2[cH:14][c:15]([NH:19][CH:20]([CH3:21])[c:22]3[cH:23][cH:24][cH:25][cH:26][cH:27]3)[n:16][cH:17][cH:18]2)[cH:6][cH:7]1. The reactants are N#CN1CCCCC1, Cc1cccc(O)c1, Cl, Cc1cccc(-c2ccccc2N)c1. The product is Cc1cccc(-c2ccccc2NC(=N)N2CCCCC2)c1. RXN SMILES: [C:16](#[N:17])[N:18]1[CH2:19][CH2:20][CH2:21][CH2:22][CH2:23]1.[CH3:24][c:25]1[cH:26][c:27]([OH:28])[cH:29][cH:30][cH:31]1.[ClH:1].[NH2:2][c:3]1[c:4](-[c:9]2[cH:10][c:11]([CH3:15])[cH:12][cH:13][cH:14]2)[cH:5][cH:6][cH:7][cH:8]1>>[NH:2]([c:3]1[c:4](-[c:9]2[cH:10][c:11]([CH3:15])[cH:12][cH:13][cH:14]2)[cH:5][cH:6][cH:7][cH:8]1)[C:16](=[NH:17])[N:18]1[CH2:19][CH2:20][CH2:21][CH2:22][CH2:23]1. Reactants: [I-].C[N+]1=C(C=CC=C1)Cl (1-methyl-2-chloropyridinium iodide), COC=1C(=NC=CC1)C=1C=C(N)C=CC1 (3-(3-methoxypyridin-2-yl)aniline), C(C)(C)(C)OC(=O)NC(=S)NC(=O)OC(C)(C)C (N,N′-bis(tert-butoxycarbonyl)thiourea), C(C)(C)N(CC)C(C)C (diisopropylethyl-amine). The solvent is ClCCl (dichloromethane), ClCCl (dichloromethane). Conditions: time 18 hour. Yields the product C(C)(C)(C)OC(=O)NC(=NC1=CC(=CC=C1)C1=NC=CC=C1OC)NC(=O)OC(C)(C)C (N,N′-bis(tert-butoxycarbonyl)-N″-(3-(3-methoxypyridin-2-yl)phenyl)guanidine). Yield: 68.1%. RXN SMILES: [CH3:1][O:2][C:3]1[C:4]([C:9]2[CH:10]=[C:11]([CH:13]=[CH:14][CH:15]=2)[NH2:12])=[N:5][CH:6]=[CH:7][CH:8]=1.[C:16]([O:20][C:21]([NH:23][C:24]([NH:26][C:27]([O:29][C:30]([CH3:33])([CH3:32])[CH3:31])=[O:28])=S)=[O:22])([CH3:19])([CH3:18])[CH3:17].C(N(C(C)C)CC)(C)C.[I-].C[N+]1C=CC=CC=1Cl>ClCCl>[C:30]([O:29][C:27]([NH:26][C:24]([NH:23][C:21]([O:20][C:16]([CH3:19])([CH3:18])[CH3:17])=[O:22])=[N:12][C:11]1[CH:13]=[CH:14][CH:15]=[C:9]([C:4]2[C:3]([O:2][CH3:1])=[CH:8][CH:7]=[CH:6][N:5]=2)[CH:10]=1)=[O:28])([CH3:33])([CH3:32])[CH3:31] |f:3.4|. Procedure details: To a suspension of 3-(3-methoxypyridin-2-yl)aniline (0.34 g), N,N′-bis(tert-butoxycarbonyl)thiourea (563 mg) and diisopropylethyl-amine (0.681 ml) in dichloromethane (15 ml) was added 1-methyl-2-chloropyridinium iodide (565 mg), and the mixture was stirred for 18 hours. The mixture was diluted with dichloromethane, washed with water and brine, dried over magnesium sulfate and evaporated under reduced pressure. The residue was crystallized from methanol. The precipitate was collected by filtratio... Starting materials: S(=O)(=O)(Cl)Cl (sulfuryl chloride), O=C1C(C(C2=CC(=C(C(=C12)Cl)Cl)OCC(=O)O)C1=CC=CC=C1)CC ((1-Oxo-2-ethyl-3-phenyl-6,7-dichloro-5-indanyloxy)acetic acid), O (water). Run in C(C)(=O)O (acetic acid). The product is O=C1C(C(C2=CC(=C(C(=C12)Cl)Cl)OCC(=O)O)C1=CC=CC=C1)(Cl)CC ((1-oxo-2-ethyl-3-phenyl-2,6,7-trichloro-5-indanyloxy)acetic acid). As a reaction SMILES: [O:1]=[C:2]1[C:10]2[C:5](=[CH:6][C:7]([O:13][CH2:14][C:15]([OH:17])=[O:16])=[C:8]([Cl:12])[C:9]=2[Cl:11])[CH:4]([C:18]2[CH:23]=[CH:22][CH:21]=[CH:20][CH:19]=2)[CH:3]1[CH2:24][CH3:25].S(Cl)([Cl:29])(=O)=O.O>C(O)(=O)C>[O:1]=[C:2]1[C:10]2[C:5](=[CH:6][C:7]([O:13][CH2:14][C:15]([OH:17])=[O:16])=[C:8]([Cl:12])[C:9]=2[Cl:11])[CH:4]([C:18]2[CH:23]=[CH:22][CH:21]=[CH:20][CH:19]=2)[C:3]1([CH2:24][CH3:25])[Cl:29]. Reported procedure: (1-Oxo-2-ethyl-3-phenyl-6,7-dichloro-5-indanyloxy)acetic acid (5.6 g., 0.0143 mole) is dissolved in warm acetic acid (70 ml.) and treated with sulfuryl chloride (1.3 ml., 0.016 mole). The solution is heated on a steam bath for two hours, cooled to room temperature and then added slowly to cold water (500 ml.) with stirring. The product precipitates and is collected by suction filtration, washed well with water and air-dried overnight to afford 5.9 g. of crude product. The crude product is recrys... Reactants: II (iodine), CO (Methanol), C(C1=CC=CC=C1)OC1=C(C=CC=C1)CC(=O)NC (2-(2-benzyloxyphenyl)-N-methylacetamide), [BH4-].[Na+] (sodium borohydride). The solvent is O1CCCC1 (tetrahydrofuran), O1CCCC1 (tetrahydrofuran). Reaction conditions: temperature 0 celsius. Yields the product C(C1=CC=CC=C1)OC1=C(C=CC=C1)CCNC (N-(2-(2-benzyloxyphenyl)ethyl)-N-methylamine). Yield: 49.3%. RXN SMILES: [CH2:1]([O:8][C:9]1[CH:14]=[CH:13][CH:12]=[CH:11][C:10]=1[CH2:15][C:16]([NH:18][CH3:19])=O)[C:2]1[CH:7]=[CH:6][CH:5]=[CH:4][CH:3]=1.[BH4-].[Na+].II.CO>O1CCCC1>[CH2:1]([O:8][C:9]1[CH:14]=[CH:13][CH:12]=[CH:11][C:10]=1[CH2:15][CH2:16][NH:18][CH3:19])[C:2]1[CH:3]=[CH:4][CH:5]=[CH:6][CH:7]=1 |f:1.2|. Reported procedure: At 0° C., a solution of 2-(2-benzyloxyphenyl)-N-methylacetamide (9.39 g, 36.8 mmol) in tetrahydroufran (150 ml) was added dropwise to a suspension of sodium borohydride (1.67 g, 44.12 mmol) in tetrahydrofuran (100 ml). After the addition was finished, a solution of iodine (4.67 g, 18.39 mmol) in tetrahydrofuran (200 ml) was added dropwise. The solution was warmed to reflux for 16 h. It was cooled to 0° C. Methanol (200 ml) was added dropwise. The solvent was removed in vacuo. The residue was dis...